From a dataset of the Open Reaction Database (ORD), a public repository of structured organic reaction records. describe an organic reaction: reactants, conditions, products, and yield The reactants are Cc1ccccc1, COc1cc(N)cc(OC)c1, O=C(Cl)Cl. Product: COc1cc(N=C=O)cc(OC)c1. RXN SMILES: [CH3:16][c:17]1[cH:18][cH:19][cH:20][cH:21][cH:22]1.[CH3:1][O:2][c:3]1[cH:4][c:5]([NH2:6])[cH:7][c:8]([O:10][CH3:11])[cH:9]1.[Cl:12][C:13]([Cl:14])=[O:15]>>[CH3:1][O:2][c:3]1[cH:4][c:5]([N:6]=[C:13]=[O:15])[cH:7][c:8]([O:10][CH3:11])[cH:9]1.